From a dataset of the Open Reaction Database (ORD), a public repository of structured organic reaction records. describe an organic reaction: reactants, conditions, products, and yield The reactants are N1CCC(CC1)N1C(NC2=CC=CC=C2C1)=O (3-(piperidin-4-yl)-3,4-dihydroquinazolin-2(1H)-one), N[C@@H](C(=O)OC)CC=1C=C2C=NNC2=C(C1)C ((R)-methyl 2-amino-3-(7-methyl-1H-indazol-5-yl)propanoate), C(C)(C)N(CC)C(C)C (diisopropylethylamine), C1CC(=O)N(C1=O)OC(=O)ON2C(=O)CCC2=O (N,N-disuccinimidyl carbonate). Solvent: CN(C=O)C (dimethylformamide). Reaction conditions: time 30 minute. Product: COC([C@@H](CC=1C=C2C=NNC2=C(C1)C)NC(=O)N1CCC(CC1)N1C(NC2=CC=CC=C2C1)=O)=O ((R)-Methyl-2-(4-(2-oxo-1,2-dihydroquinazolin-3(4H)-yl)piperidine-1-carboxamido)-3-(7-methyl-1H-indazol-5-yl)propanoate). As a reaction SMILES: [NH2:1][C@H:2]([CH2:7][C:8]1[CH:9]=[C:10]2[C:14](=[C:15]([CH3:17])[CH:16]=1)[NH:13][N:12]=[CH:11]2)[C:3]([O:5][CH3:6])=[O:4].C(N(C(C)C)CC)(C)C.C1C(=O)N(OC(ON2C(=O)CCC2=O)=O)[C:29](=[O:30])C1.[NH:45]1[CH2:50][CH2:49][CH:48]([N:51]2[CH2:60][C:59]3[C:54](=[CH:55][CH:56]=[CH:57][CH:58]=3)[NH:53][C:52]2=[O:61])[CH2:47][CH2:46]1>CN(C)C=O>[CH3:6][O:5][C:3](=[O:4])[C@H:2]([NH:1][C:29]([N:45]1[CH2:46][CH2:47][CH:48]([N:51]2[CH2:60][C:59]3[C:54](=[CH:55][CH:56]=[CH:57][CH:58]=3)[NH:53][C:52]2=[O:61])[CH2:49][CH2:50]1)=[O:30])[CH2:7][C:8]1[CH:9]=[C:10]2[C:14](=[C:15]([CH3:17])[CH:16]=1)[NH:13][N:12]=[CH:11]2. Procedure details: To a solution of (R)-methyl 2-amino-3-(7-methyl-1H-indazol-5-yl)propanoate (1.07 g, 4 mmol) and diisopropylethylamine (2.09 mL, 12 mmol) in dimethylformamide (15 mL) at room temperature was added N,N-disuccinimidyl carbonate (0.52 g, 4 mmol). The resulting mixture was stirred at room temperature for 30 min and treated with 3-(piperidin-4-yl)-3,4-dihydroquinazolin-2(1H)-one (0.92 g, 4 mmol) in portions. The reaction was stirred for 24 h. The mixture was concentrated, and the residue was purified ... Starting materials: CC1(NC(CC(C1)O)(C)C)C (2,2,6,6-tetramethylpiperidin-4-ol), CN1C(CC(CC1(C)C)C(=O)OC)(C)C (methyl 1,2,2,6,6-pentamethylpiperidine-4-carboxylate), ethylene/vinyl acetate copolymer. Product: C=C.CN1C(CC(CC1(C)C)C(=O)OC=C)(C)C (Ethylene Vinyl 1,2,2,6,6-Pentamethylpiperidine-4-carboxylate). Reaction SMILES: [CH3:1][C:2]1(C)CC(O)CC(C)(C)N1.[CH3:12][N:13]1[C:18]([CH3:20])([CH3:19])[CH2:17][CH:16]([C:21]([O:23][CH3:24])=[O:22])[CH2:15][C:14]1([CH3:26])[CH3:25]>>[CH2:1]=[CH2:2].[CH3:12][N:13]1[C:18]([CH3:20])([CH3:19])[CH2:17][CH:16]([C:21]([O:23][CH:24]=[CH2:1])=[O:22])[CH2:15][C:14]1([CH3:26])[CH3:25] |f:2.3|. Reported procedure: The above-named copolymer is prepared by the general procedure of Example 1 by substituting for the 2,2,6,6-tetramethylpiperidin-4-ol an equivalent amount of methyl 1,2,2,6,6-pentamethylpiperidine-4-carboxylate and reacting with an ethylene/vinyl acetate copolymer (75/25). The reactants are NC1=CC=C(C(=O)C2=CC=C(C=C2)N)C=C1 (4,4′-diaminobenzophenone), ClC=1C=C(C(=O)[O-])C=CC1N1CCOCC1 (3-chloro-4-morpholinobenzoate). The product is ClC=1C=C(C(=O)NC2=CC=C(C=C2)C(C2=CC=C(C=C2)N)=O)C=CC1N1CCOCC1 (3-Chloro-4-morpholino-N-(4-(4-aminobenzoyl)phenyl)benzamide). As a reaction SMILES: [NH2:1][C:2]1[CH:16]=[CH:15][C:5]([C:6]([C:8]2[CH:13]=[CH:12][C:11]([NH2:14])=[CH:10][CH:9]=2)=[O:7])=[CH:4][CH:3]=1.[Cl:17][C:18]1[CH:19]=[C:20]([CH:24]=[CH:25][C:26]=1[N:27]1[CH2:32][CH2:31][O:30][CH2:29][CH2:28]1)[C:21]([O-])=[O:22]>>[Cl:17][C:18]1[CH:19]=[C:20]([CH:24]=[CH:25][C:26]=1[N:27]1[CH2:32][CH2:31][O:30][CH2:29][CH2:28]1)[C:21]([NH:1][C:2]1[CH:16]=[CH:15][C:5]([C:6](=[O:7])[C:8]2[CH:13]=[CH:12][C:11]([NH2:14])=[CH:10][CH:9]=2)=[CH:4][CH:3]=1)=[O:22]. Procedure: Compound 617 was prepared according to the procedure described in Scheme IV from 4,4′-diaminobenzophenone and 3-chloro-4-morpholinobenzoate. [M+H]+ calcd for C24H23ClN3O3: 436.14; found: 435.97. Reactants: S(=O)(Cl)Cl (Thionyl chloride), COC1=NC=CC=C1CO ((2-methoxy-pyridin-3-yl)-methanol). Run in ClCCl (dichloromethane). Run at time 8 hour. Product: ClCC=1C(=NC=CC1)OC (3-chloromethyl-2-methoxy-pyridine). Yield: 86.0%. RXN SMILES: S(Cl)([Cl:3])=O.[CH3:5][O:6][C:7]1[C:12]([CH2:13]O)=[CH:11][CH:10]=[CH:9][N:8]=1>ClCCl>[Cl:3][CH2:13][C:12]1[C:7]([O:6][CH3:5])=[N:8][CH:9]=[CH:10][CH:11]=1. Procedure: Thionyl chloride (9.5 mL, 130 mmol) was added portionwise to a solution of (2-methoxy-pyridin-3-yl)-methanol (1.02 g, 7.3 mmol) in dichloromethane (36 mL). The reaction mixture was stirred at room temperature overnight. The solvent was evaporated and dichloromethane (100 mL) was added. The solution was carefully treated with saturated aqueous sodium hydrogen carbonate and the mixture was stirred for 5-10 min. The organic layer was separated and the aqueous layer was extracted with dichloromethan... Reactants: [Al+3], O=C(Cl)c1ccccc1, ClCCl, COc1ccc(CCC(C)=O)cc1, [Cl-], [Cl-], [Cl-]. Product: COc1ccc(CCC(C)=O)cc1C(=O)c1ccccc1. Reaction SMILES: [Al+3:24].[C:14]([c:15]1[cH:16][cH:17][cH:18][cH:19][cH:20]1)(=[O:21])[Cl:22].[CH2:27]([Cl:28])[Cl:29].[CH3:1][O:2][c:3]1[cH:4][cH:5][c:6]([CH2:9][CH2:10][C:11]([CH3:12])=[O:13])[cH:7][cH:8]1.[Cl-:23].[Cl-:25].[Cl-:26]>>[CH3:1][O:2][c:3]1[c:4]([C:14]([c:15]2[cH:16][cH:17][cH:18][cH:19][cH:20]2)=[O:21])[cH:5][c:6]([CH2:9][CH2:10][C:11]([CH3:12])=[O:13])[cH:7][cH:8]1.